This data is from the Open Reaction Database (ORD), a public repository of structured organic reaction records. The task is: describe an organic reaction: reactants, conditions, products, and yield The reactants are FC=1C=C2C(N(C(NC2=CC1[N+](=O)[O-])=O)NS(=O)(=O)C)=O (N-(6-Fluoro-7-nitro-2,4-dioxo-1,4-dihydro-2H-quinazolin-3-yl)-methanesulfonamide), C1(=CC=CC=C1)N1CCNCC1 (1-phenyl-piperazine). The product is [N+](=O)([O-])C1=C(C=C2C(N(C(NC2=C1)=O)NS(=O)(=O)C)=O)N1CCN(CC1)C1=CC=CC=C1 (N-[7-Nitro-2,4-dioxo-6-(4-phenyl-piperazin-1-yl)-1,4-dihydro-2H-quinazolin-3-yl]-methanesulfonamide). Yield: 66.0%. As a reaction SMILES: F[C:2]1[CH:3]=[C:4]2[C:9](=[CH:10][C:11]=1[N+:12]([O-:14])=[O:13])[NH:8][C:7](=[O:15])[N:6]([NH:16][S:17]([CH3:20])(=[O:19])=[O:18])[C:5]2=[O:21].[C:22]1([N:28]2[CH2:33][CH2:32][NH:31][CH2:30][CH2:29]2)[CH:27]=[CH:26][CH:25]=[CH:24][CH:23]=1>>[N+:12]([C:11]1[CH:10]=[C:9]2[C:4]([C:5](=[O:21])[N:6]([NH:16][S:17]([CH3:20])(=[O:19])=[O:18])[C:7](=[O:15])[NH:8]2)=[CH:3][C:2]=1[N:31]1[CH2:32][CH2:33][N:28]([C:22]2[CH:27]=[CH:26][CH:25]=[CH:24][CH:23]=2)[CH2:29][CH2:30]1)([O-:14])=[O:13]. Procedure details: N-(6-Fluoro-7-nitro-2,4-dioxo-1,4-dihydro-2H-quinazolin-3-yl)-methanesulfonamide (30 mg, 0.0943 mmol) is reacted with 1-phenyl-piperazine according to the GPA affording 28.6 mg (66%) of an orange powder. Rt=4.49 min. The reactants are Cc1cc(C(C)(C)C)c(O)c(C(C)(C)C)c1, CC1(C)OC(=O)c2c(cccc2OS(=O)(=O)C(F)(F)F)O1, CCCC[Sn](CCCC)(CCCC)c1ccc(OC)nc1, [Cl-], [Li+], C1COCCO1. The product is COc1ccc(-c2cccc3c2C(=O)OC(C)(C)O3)cn1. As a reaction SMILES: [C:45]([c:46]1[cH:47][c:48]([CH3:49])[cH:50][c:51]([C:52]([CH3:53])([CH3:54])[CH3:55])[c:56]1[OH:57])([CH3:58])([CH3:59])[CH3:60].[CH3:1][C:2]1([CH3:21])[O:3][C:4](=[O:20])[c:5]2[c:6]([cH:8][cH:9][cH:10][c:11]2[O:12][S:13]([C:14]([F:15])([F:16])[F:17])(=[O:18])=[O:19])[O:7]1.[CH3:22][O:23][c:24]1[n:25][cH:26][c:27]([Sn:30]([CH2:31][CH2:32][CH2:33][CH3:34])([CH2:35][CH2:36][CH2:37][CH3:38])[CH2:39][CH2:40][CH2:41][CH3:42])[cH:28][cH:29]1.[Cl-:44].[Li+:43].[O:61]1[CH2:62][CH2:63][O:64][CH2:65][CH2:66]1>>[CH3:1][C:2]1([CH3:21])[O:3][C:4](=[O:20])[c:5]2[c:6]([cH:8][cH:9][cH:10][c:11]2-[c:27]2[cH:26][n:25][c:24]([O:23][CH3:22])[cH:29][cH:28]2)[O:7]1.